This data is from the Open Reaction Database (ORD), a public repository of structured organic reaction records. The task is: describe an organic reaction: reactants, conditions, products, and yield The reactants are C(C)(=O)NC[C@H]1CN(C(O1)=O)C1=CC(=C(OCC2(CCN(CC2)C2=C(C=C3C(C(=CN(C3=N2)C2CC2)C(=O)O)=O)F)OC(C(CCCCNC(=O)OCC2=CC=CC=C2)NC(=O)OCC2=CC=CC=C2)=O)C=C1)F (7-[4-{4-[(5S)-5-(acetylamino-methyl)-2-oxo-oxazolidin-3-yl]-2-fluoro-phenoxymethyl}-4-(2,6-bis-benzyloxycarbonylamino-hexanoyloxy)-piperidin-1-yl]-1-cyclopropyl-6-fluoro-4-oxo-1,4-dihydro-[1,8]naphthyridine-3-carboxylic acid). Reagents/catalysts: [OH-].[Pd+2].[OH-] (palladium hydroxide). Run in 6/3/1 dichloromethane methanol water. Conditions: time 4 hour. The product is C(C)(=O)NC[C@H]1CN(C(O1)=O)C1=CC(=C(OCC2(CCN(CC2)C2=C(C=C3C(C(=CN(C3=N2)C2CC2)C(=O)O)=O)F)OC(C(CCCCN)N)=O)C=C1)F (7-[4-{4-[(5S)-5-(Acetylamino-methyl)-2-oxo-oxazolidin-3-yl]-2-fluoro-phenoxymethyl}-4-(2,6-diamino-hexanoyloxy)-piperidin-1-yl]-1-cyclopropyl-6-fluoro-4-oxo-1,4-dihydro-[1,8]naphthyridine-3-carboxylic acid). Reaction SMILES: [C:1]([NH:4][CH2:5][C@@H:6]1[O:10][C:9](=[O:11])[N:8]([C:12]2[CH:73]=[CH:72][C:15]([O:16][CH2:17][C:18]3([O:42][C:43](=[O:71])[CH:44]([NH:60]C(OCC4C=CC=CC=4)=O)[CH2:45][CH2:46][CH2:47][CH2:48][NH:49]C(OCC4C=CC=CC=4)=O)[CH2:23][CH2:22][N:21]([C:24]4[N:33]=[C:32]5[C:27]([C:28](=[O:40])[C:29]([C:37]([OH:39])=[O:38])=[CH:30][N:31]5[CH:34]5[CH2:36][CH2:35]5)=[CH:26][C:25]=4[F:41])[CH2:20][CH2:19]3)=[C:14]([F:74])[CH:13]=2)[CH2:7]1)(=[O:3])[CH3:2]>[OH-].[Pd+2].[OH-]>[C:1]([NH:4][CH2:5][C@@H:6]1[O:10][C:9](=[O:11])[N:8]([C:12]2[CH:73]=[CH:72][C:15]([O:16][CH2:17][C:18]3([O:42][C:43](=[O:71])[CH:44]([NH2:60])[CH2:45][CH2:46][CH2:47][CH2:48][NH2:49])[CH2:19][CH2:20][N:21]([C:24]4[N:33]=[C:32]5[C:27]([C:28](=[O:40])[C:29]([C:37]([OH:39])=[O:38])=[CH:30][N:31]5[CH:34]5[CH2:36][CH2:35]5)=[CH:26][C:25]=4[F:41])[CH2:22][CH2:23]3)=[C:14]([F:74])[CH:13]=2)[CH2:7]1)(=[O:3])[CH3:2] |f:1.2.3|. Procedure: A suspension of 94 mg 7-[4-{4-[(5S)-5-(acetylamino-methyl)-2-oxo-oxazolidin-3-yl]-2-fluoro-phenoxymethyl}-4-(2,6-bis-benzyloxycarbonylamino-hexanoyloxy)-piperidin-1-yl]-1-cyclopropyl-6-fluoro-4-oxo-1,4-dihydro-[1,8]naphthyridine-3-carboxylic acid (MW: 1024.05, 0.091 mmol) and 20 mg of palladium hydroxide 20% on activated carbon in 20 ml of a 6/3/1 dichloromethane/methanol/water mixture was stirred at room temperature under hydrogen for four hours. The catalyst was filtered off using a glass fibr... Reactants: N1(CCCCC1)CC1=CC=C(C=N1)O (6-Piperidin-1-ylmethyl-Pyridin-3-ol), OC=1C=CC(=NC1)C(=O)N1CCCCC1 ((5-hydroxy-pyridin-2-yl)-piperidin-1-yl-methanone). Run in C1CCOC1 (THF). Run at temperature 60 celsius. Product: N (NH3), N1(CCCCC1)CC1=NC=C(C=C1)OCCCN1CCCCC1 (2-Piperidin-1-ylmethyl-5-(3-piperidin-1-yl-propoxy)-pyridine). The yield is 17.0%. As a reaction SMILES: [N:1]1([CH2:7][C:8]2[N:13]=[CH:12][C:11]([OH:14])=[CH:10][CH:9]=2)[CH2:6][CH2:5][CH2:4][CH2:3][CH2:2]1.OC1C=[CH:18][C:19]([C:22]([N:24]2[CH2:29][CH2:28][CH2:27][CH2:26][CH2:25]2)=O)=NC=1>C1COCC1>[NH3:1].[N:1]1([CH2:7][C:8]2[CH:9]=[CH:10][C:11]([O:14][CH2:18][CH2:19][CH2:22][N:24]3[CH2:29][CH2:28][CH2:27][CH2:26][CH2:25]3)=[CH:12][N:13]=2)[CH2:6][CH2:5][CH2:4][CH2:3][CH2:2]1. Procedure: 6-Piperidin-1-ylmethyl-Pyridin-3-ol. To a solution of (5-hydroxy-pyridin-2-yl)-piperidin-1-yl-methanone (1.30 g, 6.31 mmol) in THF (100 mL) was added borane-dimethylsulfide complex (1.75 mL, 18.9 mmol). After 18 h the solvent was removed and the residue was diluted with MeOH (50 mL) and heated to 60° C. After 2 h the solvent was evaporated and chromatography of the residue (SiO2: 4-8% 2 M NH3 in MeOH/DCM) gave the title compound as an oil (0.225 g, 17%). The reactants are C1(=CC=C(C=C1)S(=O)(=O)O)C (p-Toluenesulfonic acid), C(CO)O (ethylene glycol), BrCCC(=O)C1=CC=CC=C1 (3-bromo-1-phenyl-1-propanone). Run in C1=CC=CC=C1 (benzene). The product is C1OC(CCBr)(C2=CC=CC=C2)OC1 (3,3-ethylenedioxy-3-phenylpropyl bromide). Yield: 49.9%. RXN SMILES: C1(C)C=CC(S(O)(=O)=O)=CC=1.[CH2:12]([OH:15])[CH2:13][OH:14].[Br:16][CH2:17][CH2:18][C:19]([C:21]1[CH:26]=[CH:25][CH:24]=[CH:23][CH:22]=1)=O>C1C=CC=CC=1>[CH2:13]1[CH2:12][O:15][C:19]([C:21]2[CH:26]=[CH:25][CH:24]=[CH:23][CH:22]=2)([CH2:18][CH2:17][Br:16])[O:14]1. Reported procedure: p-Toluenesulfonic acid in a catalytic amount and ethylene glycol (2.9 g) were added to a solution of 3-bromo-1-phenyl-1-propanone (10 g) in benzene (100 ml), and the mixture was stirred at refluxing temperature for 70 hr. The reaction mixture was washed successively with 10% aqueous potassium carbonate solution and brine, and dried. The solvent was evaporated under reduced pressure, and the obtained residue was purified by silica gel column chromatography to give 6.0 g of 3,3-ethylenedioxy-3-phe... Reactants: C(C1=CC(O)=C(OC)C=C1)(=O)O (isovanillic acid), C(C)(C)N(CC)C(C)C (diisopropylethylamine), COCCl (chloromethyl methyl ether). Run in ClCCl (dichloromethane). Product: COCOC=1C=C(C(=O)O)C=CC1OC (3-methoxymethoxy-4-methoxybenzoic acid). Yield: 76.5%. Reaction SMILES: [C:1]([OH:12])(=[O:11])[C:2]1[CH:10]=[CH:9][C:6]([O:7][CH3:8])=[C:4]([OH:5])[CH:3]=1.C(N(C(C)C)CC)(C)C.[CH3:22][O:23][CH2:24]Cl>ClCCl>[CH3:22][O:23][CH2:24][O:5][C:4]1[CH:3]=[C:2]([CH:10]=[CH:9][C:6]=1[O:7][CH3:8])[C:1]([OH:12])=[O:11]. Procedure: In a similar manner to Step 1 of Example 347, isovanillic acid (5.00 g, 29.7 mmol) was suspended in dichloromethane (100 mL), and the suspension was treated with diisopropylethylamine (22.8 mL, 131 mmol) and chloromethyl methyl ether (4.96 mL, 65.4 mmol). The solvent was evaporated under reduced pressure. The residue was dissolved in methanol (50 mL) and treated with 4 mol/L aqueous potassium hydroxide solution (50 mL). The solvent was evaporated under reduced pressure. The residue was added wit... The product is COC=1C=C(C=CC1OCOC)NC(C(C)(C)C)=O (N-[3-methoxy-4-(methoxymethoxy)phenyl]-2,2-dimethylpropanamide). Run in O (water), C(C)(=O)OCC (ethyl acetate), C(C)(=O)OCC (ethyl acetate). As a reaction SMILES: [CH3:1][O:2][C:3]1[CH:8]=[C:7]([N+:9]([O-])=O)[CH:6]=[CH:5][C:4]=1[O:12][CH2:13][O:14][CH3:15].N1C=CC=CC=1.[C:22](Cl)(=[O:27])[C:23]([CH3:26])([CH3:25])[CH3:24].C(=O)([O-])O.[Na+]>C(OCC)(=O)C.[Pd].O>[CH3:1][O:2][C:3]1[CH:8]=[C:7]([NH:9][C:22](=[O:27])[C:23]([CH3:26])([CH3:25])[CH3:24])[CH:6]=[CH:5][C:4]=1[O:12][CH2:13][O:14][CH3:15] |f:3.4|. The reagents and catalysts are [Pd] (Pd/C). Conditions: time 30 minute. Reactants: C(O)([O-])=O.[Na+] (sodium hydrogencarbonate), COC1=C(C=CC(=C1)[N+](=O)[O-])OCOC (2-methoxy-1-(methoxymethoxy)-4-nitrobenzene), N1=CC=CC=C1 (pyridine), C(C(C)(C)C)(=O)Cl (pivaloyl chloride). Reported procedure: To a solution of 2-methoxy-1-(methoxymethoxy)-4-nitrobenzene (1.2 g, 5.63 mmol) in ethyl acetate (30 ml) was added 10%-Pd/C (120 mg) at room temperature, and reaction was carried out under a hydrogen atmosphere. After 30 minutes, the mixture thus obtained was filtered by the use of Celite and the filtrate was concentrated under reduced pressure. To a solution of the resulting residue in ethyl acetate (30 ml) were added pyridine (0.546 ml, 6.75 mmol) and pivaloyl chloride (0.763 ml, 6.19 mmol) at... Isolated yield 98.3%. Yields the product C(C(=O)O)NCP(=O)(O)O (glyphosate). Starting materials: S(=O)(=O)=NCC(=O)O (N-sulfonylglycine), C[O-].[Na+] (sodium methoxide), C[O-].[Na+] (sodium methoxide), C=O (Paraformaldehyde), COP(OC)OC (trimethylphosphite). As a reaction SMILES: S(=[N:4][CH2:5][C:6]([OH:8])=[O:7])(=O)=O.[CH3:9][O-].[Na+].C=O.C[O:15][P:16]([O:19]C)[O:17]C>CO>[CH2:5]([NH:4][CH2:9][P:16]([OH:19])([OH:17])=[O:15])[C:6]([OH:8])=[O:7] |f:1.2|. Procedure details: N-sulfonylglycine (5 grams, 0.032 mole), prepared in the prior Example was suspended in methanol (50 mls) and sodium methoxide (25% sodium hydroxide in methanol) was added to adjust the pH of the suspension to 8-9. Paraformaldehyde (1 gram, 0.033 mole) and trimethylphosphite (3.8 mls, 0.032 moles) were added to the suspension and the resulting reaction mixture was then refluxed. The pH was adjusted with sodium methoxide solution from time to time to maintain it between 8 and 9. After 5 hours, th... The solvent is CO (methanol). Conditions: time 5 hour. Reactants: C1CCOC1, CC(C)c1cc(O)cc2c1C(=O)N(CSc1ccccc1)S2(=O)=O, CC(C)[Si](OCCO)(C(C)C)C(C)C, c1ccc(P(c2ccccc2)c2ccccc2)cc1. Product: CC(C)c1cc(OCCO[Si](C(C)C)(C(C)C)C(C)C)cc2c1C(=O)N(CSc1ccccc1)S2(=O)=O. Reaction SMILES: [CH2:58]1[O:59][CH2:60][CH2:61][CH2:62]1.[CH:1]([CH3:2])([CH3:3])[c:4]1[c:5]2[c:11]([cH:12][c:13]([OH:15])[cH:14]1)[S:8](=[O:9])(=[O:10])[N:7]([CH2:16][S:17][c:18]1[cH:19][cH:20][cH:21][cH:22][cH:23]1)[C:6]2=[O:24].[CH:44]([CH3:45])([CH3:46])[Si:47]([O:48][CH2:49][CH2:50][OH:51])([CH:52]([CH3:53])[CH3:54])[CH:55]([CH3:56])[CH3:57].[c:25]1([P:26]([c:27]2[cH:28][cH:29][cH:30][cH:31][cH:32]2)[c:33]2[cH:34][cH:35][cH:36][cH:37][cH:38]2)[cH:39][cH:40][cH:41][cH:42][cH:43]1>>[CH:1]([CH3:2])([CH3:3])[c:4]1[c:5]2[c:11]([cH:12][c:13]([O:15][CH2:50][CH2:49][O:48][Si:47]([CH:44]([CH3:45])[CH3:46])([CH:52]([CH3:53])[CH3:54])[CH:55]([CH3:56])[CH3:57])[cH:14]1)[S:8](=[O:9])(=[O:10])[N:7]([CH2:16][S:17][c:18]1[cH:19][cH:20][cH:21][cH:22][cH:23]1)[C:6]2=[O:24]. Starting materials: CC=1C(=CC=2C(CCC(C2C1)(C)C)(C)C)C=1C=C(C=CC1)C=CC(=O)Cl (3-(3,5,5,8,8-pentamethyl-5,6,7,8-tetrahydro-2-naphthyl)phenylacryloyl chloride), OC1=CC=C(N)C=C1 (4-hydroxyaniline), N-(4-hydroxyphenyl)-3-(3,5,5,8,8-pentamethyl-5,6,7,6-tetrahydro-2-naphthyl)phenylacrylamide. Yields the product OC1=CC=C(C=C1)NC(C(=C)C1=CC(=CC=C1)C1=CC=2C(CCC(C2C=C1C)(C)C)(C)C)=O (N-(4-Hydroxyphenyl)-3-(3,5,5,8,8-pentamethyl-5,6,7,8-tetrahydro-2-naphthyl)phenylacrylamide). As a reaction SMILES: [CH3:1][C:2]1[C:3]([C:16]2[CH:17]=[C:18](C=CC(Cl)=O)[CH:19]=[CH:20][CH:21]=2)=[CH:4][C:5]2[C:6]([CH3:15])([CH3:14])[CH2:7][CH2:8][C:9]([CH3:13])([CH3:12])[C:10]=2[CH:11]=1.[OH:27][C:28]1[CH:34]=[CH:33][C:31]([NH2:32])=[CH:30][CH:29]=1>>[OH:27][C:28]1[CH:34]=[CH:33][C:31]([NH:32][C:28](=[O:27])[C:29]([C:18]2[CH:19]=[CH:20][CH:21]=[C:16]([C:3]3[C:2]([CH3:1])=[CH:11][C:10]4[C:9]([CH3:12])([CH3:13])[CH2:8][CH2:7][C:6]([CH3:14])([CH3:15])[C:5]=4[CH:4]=3)[CH:17]=2)=[CH2:30])=[CH:30][CH:29]=1. Reported procedure: In similar manner to Example 27(a), by reaction of 1.2 g (3.2 mmol) of 3-(3,5,5,8,8-pentamethyl-5,6,7,8-tetrahydro-2-naphthyl)phenylacryloyl chloride with 349 mg (3.2 mmol) of 4-hydroxyaniline, 810 mg of (57%) of N-(4-hydroxyphenyl)-3-(3,5,5,8,8-pentamethyl-5,6,7,6-tetrahydro-2-naphthyl)phenylacrylamide are obtained, with a melting point of 240-1° C. Reactants: C(C)(=O)OC=1C=C(C=2COC3=CC(=CC=C3C2)OC(C)=O)C=CC1 (3′,7-diacetoxyisoflav-3-ene), N1C=NC=C1 (imidazole), O1CC(=CC2=CC=C(C=C12)O)C1=CC=C(C=C1)O (isoflav-3-ene-4′,7-diol). Run in C(C)O (ethanol). The product is O1CC(=CC2=CC=C(C=C12)O)C1=CC(=CC=C1)O (Isoflav-3-ene-3′,7-diol). RXN SMILES: C([O:4][C:5]1[CH:6]=[C:7]([CH:22]=[CH:23][CH:24]=1)[C:8]1[CH2:9][O:10][C:11]2[C:16]([CH:17]=1)=[CH:15][CH:14]=[C:13]([O:18]C(=O)C)[CH:12]=2)(=O)C.N1C=CN=C1.O1C2C(=CC=C(O)C=2)C=C(C2C=CC(O)=CC=2)C1>C(O)C>[O:10]1[C:11]2[C:16](=[CH:15][CH:14]=[C:13]([OH:18])[CH:12]=2)[CH:17]=[C:8]([C:7]2[CH:22]=[CH:23][CH:24]=[C:5]([OH:4])[CH:6]=2)[CH2:9]1. Reported procedure: Isoflav-3-ene-3′,7-diol was prepared from 3′,7-diacetoxyisoflav-3-ene (0.09 g, 0.3 mmol) and imidazole (0.3 g) in ethanol (2.0 ml) as described for isoflav-3-ene-4′,7-diol. Yield: (0.04 g, 60%). 1H NMR (CDCl3+d6-DMSO): δ 4.94 (s, 2H, H2), 6.21 (d, 1H, J 2.0 Hz, H8), 6.29 (dd, 1H, J 2.3 Hz, 8.3 Hz, H6), 6.62 (m, 1H, ArH), 6.64 (bs, 1H, H4), 6.75-6.82 (m, 3H, ArH), 7.07 (t, 1H, J 7.9 Hz, ArH), 8.99-9.17 (bs, 2H, OH).